This data is from the Open Reaction Database (ORD), a public repository of structured organic reaction records. The task is: describe an organic reaction: reactants, conditions, products, and yield The reactants are C(C)OC(=O)C1=NN(N=C1COC1=CC=CC=C1)C1=C(C=CC=C1Cl)Cl (2-(2,6-Dichloro-phenyl)-5-phenoxymethyl-2H-[1,2,3]triazole-4-carboxylic acid ethyl ester), [OH-].[K+] (potassium hydroxide). Solvent: C(C)O.O (ethanol water), O (water). The product is ClC1=C(C(=CC=C1)Cl)N1N=C(C(=N1)C(=O)O)COC1=CC=CC=C1 (2-(2,6-Dichloro-phenyl)-5-phenoxymethyl-2H-[1,2,3]triazole-4-carboxylic acid). Isolated yield 87.3%. As a reaction SMILES: C([O:3][C:4]([C:6]1[C:10]([CH2:11][O:12][C:13]2[CH:18]=[CH:17][CH:16]=[CH:15][CH:14]=2)=[N:9][N:8]([C:19]2[C:24]([Cl:25])=[CH:23][CH:22]=[CH:21][C:20]=2[Cl:26])[N:7]=1)=[O:5])C.[OH-].[K+]>C(O)C.O.O>[Cl:26][C:20]1[CH:21]=[CH:22][CH:23]=[C:24]([Cl:25])[C:19]=1[N:8]1[N:7]=[C:6]([C:4]([OH:5])=[O:3])[C:10]([CH2:11][O:12][C:13]2[CH:14]=[CH:15][CH:16]=[CH:17][CH:18]=2)=[N:9]1 |f:1.2,3.4|. Procedure details: A solution of the product from step b (1.43 g, 3.65 mmol) and potassium hydroxide (632 mg, 11.3 mmol) in ethanol/water (14 mL/2 mL) was heated at reflux for 2 h. The reaction mixture was allowed to cool and diluted with water (30 mL). The reaction mixture was washed with ether (30 mL) and the organic phase was discarded. The pH of the aqueous phase was adjusted to 1 with aqueous 2M hydrochloric acid and extracted twice with chloroform (40 mL). The combined chloroform extracts were dried (MgSO4) ... Starting materials: C(C)(=O)C(C(=O)OCC)(C(=O)OCC)C1=CC=CC=C1 (diethyl 2-acetyl-2-phenylmalonate), C(#N)CC(=O)OCC (ethyl cyanoacetate), C(#N)CC(=O)OCC (ethyl cyanoacetate), C(C)(=O)[O-].[NH4+] (ammonium acetate). Solvent: C1=CC=CC=C1 (benzene), C(C)(=O)O (acetic acid), C(C)(=O)OCC (ethyl acetate), C(C)(=O)O (acetic acid). Reaction conditions: time 10 hour. The product is C(C)OC(C(=C(C(C1=CC=CC=C1)(C(=O)OCC)C(=O)OCC)C)C#N)=O (2-Cyano-4,4-bis(ethoxycarbonyl)-3-methyl-4-phenyl-but-2-enoic acid ethyl ester). Reaction SMILES: [C:1]([C:4]([C:15]1[CH:20]=[CH:19][CH:18]=[CH:17][CH:16]=1)([C:10]([O:12][CH2:13][CH3:14])=[O:11])[C:5]([O:7][CH2:8][CH3:9])=[O:6])(=O)[CH3:2].[C:21]([CH2:23][C:24]([O:26][CH2:27][CH3:28])=[O:25])#[N:22].C([O-])(=O)C.[NH4+]>C(OCC)(=O)C.C(O)(=O)C.C1C=CC=CC=1>[CH2:27]([O:26][C:24](=[O:25])[C:23]([C:21]#[N:22])=[C:1]([CH3:2])[C:4]([C:5]([O:7][CH2:8][CH3:9])=[O:6])([C:10]([O:12][CH2:13][CH3:14])=[O:11])[C:15]1[CH:20]=[CH:19][CH:18]=[CH:17][CH:16]=1)[CH3:28] |f:2.3|. Reported procedure: A mixture of diethyl 2-acetyl-2-phenylmalonate (50 mmol, Example 32, Part A), ethyl cyanoacetate (50 mmol), acetic acid (1.14 mL) ammonium acetate (400 mg), and benzene (50 mL) is heated to reflux in a Dean-Stark apparatus. After approximately 10 hours, additional ethyl cyanoacetate (50 mmol), acetic acid (1.14 mL), and ammonium acetate (400 mg) are added. After an additional 10 hours, the reaction is cooled to room temperature, diluted with ethyl acetate (30 mL), washed with water (240 mL), bri... Reactants: CCCCc1nc(Cl)c(COC)n1Cc1ccc([N+](=O)[O-])cc1, CO. The product is CCCCc1nc(Cl)c(COC)n1Cc1ccc(N)cc1. RXN SMILES: [CH2:1]([CH2:2][CH2:3][CH3:4])[c:5]1[n:6]([CH2:14][c:15]2[cH:16][cH:17][c:18]([N+:21]([O-:22])=[O:23])[cH:19][cH:20]2)[c:7]([CH2:11][O:12][CH3:13])[c:8]([Cl:10])[n:9]1.[CH3:24][OH:25]>>[CH2:1]([CH2:2][CH2:3][CH3:4])[c:5]1[n:6]([CH2:14][c:15]2[cH:16][cH:17][c:18]([NH2:21])[cH:19][cH:20]2)[c:7]([CH2:11][O:12][CH3:13])[c:8]([Cl:10])[n:9]1. The reactants are FC[C@H](CC(=O)OCC1=CC=CC=C1)N1C(C2=CC=CC=C2C1=O)=O ((S)-benzyl 4-fluoro-3-(1,3-dioxoisoindolin-2-yl)butanoate), FC[C@H](CC(=O)OCC1=CC=CC=C1)N1C(C2=CC=CC=C2C1=O)=O ((S)-benzyl 4-fluoro-3-(1,3-dioxoisoindolin-2-yl)butanoate), [H-].C(C(C)C)[Al+]CC(C)C (diisobutylaluminum hydride). Run in CCOCC (ether). Reaction conditions: temperature -78 celsius, time 30 minute. The product is FC[C@H](CC=O)N1C(C2=CC=CC=C2C1=O)=O ((S)-4-fluoro-3-(1,3-dioxoisoindolin-2-yl)butanal). As a reaction SMILES: [F:1][CH2:2][C@@H:3]([N:15]1[C:23](=[O:24])[C:22]2[C:17](=[CH:18][CH:19]=[CH:20][CH:21]=2)[C:16]1=[O:25])[CH2:4][C:5](OCC1C=CC=CC=1)=[O:6].[H-].C([Al+]CC(C)C)C(C)C>CCOCC>[F:1][CH2:2][C@@H:3]([N:15]1[C:23](=[O:24])[C:22]2[C:17](=[CH:18][CH:19]=[CH:20][CH:21]=2)[C:16]1=[O:25])[CH2:4][CH:5]=[O:6] |f:1.2|. Procedure: To a stirred solution of (S)-benzyl 4-fluoro-3-(1,3-dioxoisoindolin-2-yl)butanoate (compound 7-4, 0.5 mmol) in dry ether (5 mL) was added dropwise to diisobutylaluminum hydride (1.0 M in toluene, 1.5 mmol) at −78° C. The reaction was stirred at −78° C. for approximately 30 min as monitored by LC/MS. After completion, the reaction was quenched by adding water (10 mL) at −78° C. Extracted with ethyl acetate, washed with water (×3), brine (×2), dried over sodium sulfate, filtered and concentrated. ... Procedure details: 4-[2-(tert-butyldimethylsilyl)-1-(N,N-dimethylsulfamoyl)imidazol-5-yl]butyl phenethyl sulfide. To a suspension of the product from step b (701 mg, 1.71 mmol) and potassium carbonate (283 mg, 2.05 mmol) in N,N-dimethylformamide (3 ml) was added phenethyl mercaptan (229 μl, 1.71 mmol). The reaction was stirred at room temperature for 6 h before the addition of brine (10 ml). The product was extracted with ethyl acetate (2×20 ml) and the combined organic material washed with water (3×20 ml) before ... The product is N1C=NC(=C1)CCCCS(=O)(=O)CCC1=CC=CC=C1 ([4-(1H-Imidazol-4-yl)butyl]phenethyl sulfone). The reactants are C(CC1=CC=CC=C1)SCCCCC1=CN=C(N1S(N(C)C)(=O)=O)[Si](C)(C)C(C)(C)C (4-[2-(tert-butyldimethylsilyl)-1-(N,N-dimethylsulfamoyl)imidazol-5-yl]butyl phenethyl sulfide), C(CC1=CC=CC=C1)S (phenethyl mercaptan), [Cl-].[Na+].O (brine), product, C([O-])([O-])=O.[K+].[K+] (potassium carbonate). The solvent is CN(C=O)C (N,N-dimethylformamide). As a reaction SMILES: [CH2:1]([S:9][CH2:10][CH2:11][CH2:12][CH2:13][C:14]1[N:18](S(=O)(=O)N(C)C)[C:17]([Si](C(C)(C)C)(C)C)=[N:16][CH:15]=1)[CH2:2][C:3]1[CH:8]=[CH:7][CH:6]=[CH:5][CH:4]=1.C(=O)([O-])[O-:33].[K+].[K+].C(S)CC1C=CC=CC=1.[Cl-].[Na+].[OH2:49]>CN(C)C=O>[NH:16]1[CH:15]=[C:14]([CH2:13][CH2:12][CH2:11][CH2:10][S:9]([CH2:1][CH2:2][C:3]2[CH:8]=[CH:7][CH:6]=[CH:5][CH:4]=2)(=[O:33])=[O:49])[N:18]=[CH:17]1 |f:1.2.3,5.6.7|.